This data is from the Open Reaction Database (ORD), a public repository of structured organic reaction records. The task is: describe an organic reaction: reactants, conditions, products, and yield The reactants are FC(C1=CC=CC(=N1)N1CCNCC1)(F)F (1-[6-(trifluoromethyl) -2-pyridinyl]piperazine), BrCCN1C(C=2C(C1=O)=CC=CC2)=O (N-(2-bromo-ethyl)phthalimide), C([O-])([O-])=O.[Na+].[Na+] (sodium carbonate). Product: C1(NC(C2=CC=CC=C12)=O)=O (1H-isoindole-1,3-dione). Reaction SMILES: FC(F)(F)C1N=C(N2CCNCC2)C=CC=1.BrCC[N:20]1[C:24](=[O:25])[C:23]2=[CH:26][CH:27]=[CH:28][CH:29]=[C:22]2[C:21]1=[O:30].C(=O)([O-])[O-].[Na+].[Na+]>>[C:21]1(=[O:30])[C:22]2[C:23](=[CH:26][CH:27]=[CH:28][CH:29]=2)[C:24](=[O:25])[NH:20]1 |f:2.3.4|. The yield is 33.0%. Reported procedure: A mixture of 69.3 g of 1-[6-(trifluoromethyl) -2-pyridinyl]piperazine, and 129.6 g of N-(2-bromo-ethyl)phthalimide and 57.2 g of sodium carbonate is heated at reflux for 23 hours. The resulting precipitate is filtered off and the ethanol evaporated. The concentrate is dissolved in dichloromethane, washed with water, dried over magnesium sulfate, and evaporated. The resulting precipitate is recrystallized from isopropanol to give 39.5 g of 2-μ-[4-[6-(trifluoromethyl)-2-pyridinyl]-1-piperazinyl]et... Run in C(C)#N (acetonitrile). Reaction SMILES: [F:1][C:2]1[C:3]([C:9]([O:11][CH2:12][CH3:13])=[O:10])=[N:4][CH:5]=[C:6](F)[CH:7]=1.[F:14][C:15]([F:18])(O)[CH3:16].C(=O)([O-])[O-:20].[K+].[K+]>C(#N)C>[F:14][CH:15]([F:18])[CH2:16][O:20][C:6]1[CH:7]=[C:2]([F:1])[C:3]([C:9]([O:11][CH2:12][CH3:13])=[O:10])=[N:4][CH:5]=1 |f:2.3.4|. Procedure details: Ethyl 3,5-difluoropyridine-2-carboxylate (0.98 g, 5.24 mmol) is dissolved in acetonitrile (20 mL). Difluoroethanol (430 μL, 6.81 mmol) is added followed by potassium carbonate (1.83 g, 13.09 mmol). The solution is stirred at room temperature for 2 days then filtered and the filtrate is concentrated. The crude material is purified via silica gel chromatography eluting with a 0-25-50% ethyl acetate/hexanes gradient to give the title compound (242 mg, 18%). ES/MS (m/e): 250.0 (M+1). Starting materials: FC(C)(O)F (Difluoroethanol), FC=1C(=NC=C(C1)F)C(=O)OCC (Ethyl 3,5-difluoropyridine-2-carboxylate), C([O-])([O-])=O.[K+].[K+] (potassium carbonate). Isolated yield 18.5%. Product: FC(COC=1C=C(C(=NC1)C(=O)OCC)F)F (Ethyl 5-(2,2-difluoroethoxy)-3-fluoro-pyridine-2-carboxylate). Reaction conditions: time 2 day.